Dataset: the Open Reaction Database (ORD), a public repository of structured organic reaction records. Task: describe an organic reaction: reactants, conditions, products, and yield Starting materials: CN(C)C=O, NC(=O)c1ccc2nc3c(c(=O)n2c1)SCC3, O, c1ccncc1. The product is N#Cc1ccc2nc3c(c(=O)n2c1)SCC3. As a reaction SMILES: [CH3:24][N:25]([CH3:26])[CH:27]=[O:28].[O:1]=[c:2]1[c:3]2[c:4]([n:5][c:6]3[n:7]1[cH:8][c:9]([C:12](=[O:13])[NH2:14])[cH:10][cH:11]3)[CH2:15][CH2:16][S:17]2.[OH2:29].[cH:18]1[cH:19][cH:20][n:21][cH:22][cH:23]1>>[O:1]=[c:2]1[c:3]2[c:4]([n:5][c:6]3[n:7]1[cH:8][c:9]([C:12]#[N:14])[cH:10][cH:11]3)[CH2:15][CH2:16][S:17]2.